describe an organic reaction: reactants, conditions, products, and yield From a dataset of the Open Reaction Database (ORD), a public repository of structured organic reaction records. The reactants are ClC1=C(N)C=C(C(=C1)Cl)Cl (2,4,5-trichloroaniline), Cl (HCl), C(=S)=S (CS2), C[O-].[Na+] (sodium methylate). The solvent is CN(C)C=O (DMF), O (water), CN(C)C=O (DMF). Run at temperature 115 celsius. Product: ClC=1C(=CC2=C(N=C(S2)S)C1)Cl (5,6-Dichloro-2-mercapto benzothiazole). The yield is 88.2%. As a reaction SMILES: [C:1](=[S:3])=[S:2].C[O-].[Na+].Cl[C:8]1[CH:14]=[C:13]([Cl:15])[C:12]([Cl:16])=[CH:11][C:9]=1[NH2:10].Cl>CN(C=O)C.O>[Cl:16][C:12]1[C:13]([Cl:15])=[CH:14][C:8]2[S:2][C:1]([SH:3])=[N:10][C:9]=2[CH:11]=1 |f:1.2|. Procedure: To a suspension of CS2 (0.64 mL, 10.6 mmol) and sodium methylate (0.55 g, 10.2 mmol) in DMF (10 mL) was added 2,4,5-trichloroaniline (7, 1.00 g, 5.09 mmol) in DMF (5 mL) under N2. The reaction mixture was heated at 110-120° C. for 16 h. After cooling, the reaction mixture was diluted with water (30 mL) and acidified with 1N HCl. The precipitate was collected by filtration, washed with water, and dried over P2O5 under vacuum to give yield compound 8 (1.06 g). This crude material was used in subse... Reactants: C(#N)C1=CC=C(C=C1)CC(=O)O ((4-cyanophenyl)acetic acid), Cl.CN1CCN(CC1)C1=NC(=NC(=C1)C1=CC=C2CCNCC2=C1)N (4-(4-methylpiperazin-1-yl)-6-(1,2,3,4-tetrahydroisoquinolin-7-yl)pyrimidin-2-amine HCl salt). Product: NC1=NC(=CC(=N1)C1=CC=C2CCN(CC2=C1)C(CC1=CC=C(C#N)C=C1)=O)N1CCN(CC1)C (4-{2-[7-[2-Amino-6-(4-methylpiperazin-1-yl)pyrimidin-4-yl]-3,4-dihydroisoquinolin-2(1H)-yl]-2-oxoethyl}benzonitrile). RXN SMILES: [C:1]([C:3]1[CH:8]=[CH:7][C:6]([CH2:9][C:10]([OH:12])=O)=[CH:5][CH:4]=1)#[N:2].Cl.[CH3:14][N:15]1[CH2:20][CH2:19][N:18]([C:21]2[CH:26]=[C:25]([C:27]3[CH:36]=[C:35]4[C:30]([CH2:31][CH2:32][NH:33][CH2:34]4)=[CH:29][CH:28]=3)[N:24]=[C:23]([NH2:37])[N:22]=2)[CH2:17][CH2:16]1>>[NH2:37][C:23]1[N:24]=[C:25]([C:27]2[CH:36]=[C:35]3[C:30]([CH2:31][CH2:32][N:33]([C:10](=[O:12])[CH2:9][C:6]4[CH:5]=[CH:4][C:3]([C:1]#[N:2])=[CH:8][CH:7]=4)[CH2:34]3)=[CH:29][CH:28]=2)[CH:26]=[C:21]([N:18]2[CH2:17][CH2:16][N:15]([CH3:14])[CH2:20][CH2:19]2)[N:22]=1 |f:1.2|. Reported procedure: This compound was prepared by using procedures analogous to those described for the synthesis of Example 41 starting from (4-cyanophenyl)acetic acid (Aldrich, Cat. #633453) and 4-(4-methylpiperazin-1-yl)-6-(1,2,3,4-tetrahydroisoquinolin-7-yl)pyrimidin-2-amine HCl salt. Analytic LCMS (M+H)+: m/z=468.1. Reactants: COC(=O)c1sccc1N(C(=O)C1CCC(C)CC1)C1CCC(O)CC1, [Li+], [OH-]. Product: CC1CCC(C(=O)N(c2ccsc2C(=O)O)C2CCC(O)CC2)CC1. As a reaction SMILES: [CH3:1][O:2][C:3](=[O:4])[c:5]1[s:6][cH:7][cH:8][c:9]1[N:10]([C:11](=[O:12])[CH:13]1[CH2:14][CH2:15][CH:16]([CH3:19])[CH2:17][CH2:18]1)[CH:20]1[CH2:21][CH2:22][CH:23]([OH:26])[CH2:24][CH2:25]1.[Li+:27].[OH-:28]>>[O:2]=[C:3]([OH:4])[c:5]1[s:6][cH:7][cH:8][c:9]1[N:10]([C:11](=[O:12])[CH:13]1[CH2:14][CH2:15][CH:16]([CH3:19])[CH2:17][CH2:18]1)[CH:20]1[CH2:21][CH2:22][CH:23]([OH:26])[CH2:24][CH2:25]1. The reactants are CC(Oc1ccc(Oc2ncc(Cl)cc2[N+](=O)[O-])cc1)C(=O)O, C1COCCO1. The product is CC(Oc1ccc(Oc2ncc(Cl)cc2N)cc1)C(=O)O. Reaction SMILES: [Cl:1][c:2]1[cH:3][c:4]([N+:21]([O-:22])=[O:23])[c:5]([O:8][c:9]2[cH:10][cH:11][c:12]([O:13][CH:14]([C:15](=[O:16])[OH:17])[CH3:18])[cH:19][cH:20]2)[n:6][cH:7]1.[O:24]1[CH2:25][CH2:26][O:27][CH2:28][CH2:29]1>>[Cl:1][c:2]1[cH:3][c:4]([NH2:21])[c:5]([O:8][c:9]2[cH:10][cH:11][c:12]([O:13][CH:14]([C:15](=[O:16])[OH:17])[CH3:18])[cH:19][cH:20]2)[n:6][cH:7]1. The reactants are C[O-].[Na+] (sodium methoxide), FC=1C(=C(C#N)C=CC1)F (difluorobenzonitrile), O (water). Run in CO (methanol). Conditions: temperature 2.5 celsius, time 8 hour. Yields the product FC1=C(C#N)C(=CC=C1)OC (2-Fluoro-6-methoxybenzonitrile). Reaction SMILES: F[C:2]1[C:3]([F:10])=[C:4]([CH:7]=[CH:8][CH:9]=1)[C:5]#[N:6].[CH3:11][O-:12].[Na+].O>CO>[F:10][C:3]1[CH:2]=[CH:9][CH:8]=[C:7]([O:12][CH3:11])[C:4]=1[C:5]#[N:6] |f:1.2|. Reported procedure: 640.5 g (4.6 mol) of difluorobenzonitrile were dissolved in 3.5 l of methanol and then cooled to 0-5° C. 828.8 g of 30% strength sodium methoxide solution were added dropwise in this temperature range, and the reaction mixture was stirred at room temperature overnight. Then the reaction mixture was added to 20 l of water and the precipitate was filtered off with suction and washed twice with water and twice with heptane. The solid was dried in vacuo at 50° C. Yield: 740 g (99% of theory) of a wh... Starting materials: CCCCCCCCCCC(CCCCCCCC)CO (Isofol 20), branched alcohol, poly(ethylene glycols), CC1=NN(C=C1)C(=O)NCCCCNC(=O)N2C=CC(=N2)C (TMDI), CCCCOCCOCCO.O (butyl Carbitol water). Reagents/catalysts: C(CCCCCCCCCCC)(=O)[O-].C(CCCCCCCCCCC)(=O)[O-].C(CCC)[Sn+2]CCCC (dibutyltin dilaurate). Conditions: time 3 hour. Product: polymer, CCCCOCCOCCO (butyl Carbitol). Isolated yield 25.0%. Reaction SMILES: CC1C=CN(C(NCCCCNC(N2N=C(C)C=C2)=O)=O)N=1.CCCCCCCCCCC(CO)CCCCCCCC.[CH3:44][CH2:45][CH2:46][CH2:47][O:48][CH2:49][CH2:50][O:51][CH2:52][CH2:53][OH:54].O>C([O-])(=O)CCCCCCCCCCC.C([O-])(=O)CCCCCCCCCCC.C([Sn+2]CCCC)CCC>[CH3:44][CH2:45][CH2:46][CH2:47][O:48][CH2:49][CH2:50][O:51][CH2:52][CH2:53][OH:54] |f:2.3,4.5.6|. Procedure details: A blend of 3350 and 8000 molecular weight poly(ethylene glycols)--3500 and 8000 molecular weights--was made up to give an average molecular weight of 3440 g/mol. 1300 g of this blend was placed in a 1 gallon Sigma mixer and dewatered under vacuum for 3 hours. The vacuum is released, the temperature brought to 75° C., and the reactor contents placed under a nitrogen blanket. 105.97 g of VESTANAT TMDI (Huls America Inc.) was added to the reactor and allowed to mix for 2 minutes 2.30 g dibutyltin d... Starting materials: BrC1=CC(=C(C(=O)OC)C=C1)CBr (methyl 4-bromo-2-(bromomethyl)benzoate), C1(CC1)N (cyclopropylamine), C([O-])([O-])=O.[K+].[K+] (potassium carbonate). The solvent is C(C)O (ethanol). Reaction conditions: temperature 40 celsius, time 3 hour. Product: BrC=1C=C2CN(C(C2=CC1)=O)C1CC1 (5-bromo-2-cyclopropylisoindolin-1-one). Isolated yield 94.4%. As a reaction SMILES: [Br:1][C:2]1[CH:11]=[CH:10][C:5]([C:6]([O:8]C)=O)=[C:4]([CH2:12]Br)[CH:3]=1.[CH:14]1([NH2:17])[CH2:16][CH2:15]1.C(=O)([O-])[O-].[K+].[K+]>C(O)C>[Br:1][C:2]1[CH:3]=[C:4]2[C:5](=[CH:10][CH:11]=1)[C:6](=[O:8])[N:17]([CH:14]1[CH2:16][CH2:15]1)[CH2:12]2 |f:2.3.4|. Procedure details: A mixture of methyl 4-bromo-2-(bromomethyl)benzoate (0.13 g, 0.42 mmol), cyclopropylamine (0.034 mL, 0.49 mmol) and potassium carbonate (0.090 g, 0.65 mmol) in ethanol (0.9 mL) was stirred at 40° C. for 3 h. The reaction mixture was quenched with saturated sodium bicarbonate and extracted with EtOAc (3×20 mL). The combined organic layers were washed with brine, dried over anhydrous Na2SO4, filtered, and concentrated. The residue was purified by chromatography on silica gel with 30% EtOAc in hexa... Starting materials: C(C)OC(=O)C=1C=C(C=CC1)C1=CC=C(C=C1)CBr (4′-bromomethyl-biphenyl-3-carboxylic acid ethyl ester), C(C)OC(=O)C1=CC=C(C=C1)C1=CC=C(C=C1)C (4′-Methyl-biphenyl-4-carboxylic acid ethyl ester), BrN1C(CCC1=O)=O (N-bromosuccinimide). Reagents/catalysts: N(=NC(C#N)(C)C)C(C#N)(C)C (2,2′-azobisisobutyronitrile). Run in C(Cl)(Cl)(Cl)Cl (carbon tetrachloride). Product: C(C)OC(=O)C1=CC=C(C=C1)C1=CC=C(C=C1)CBr (4′-bromomethyl-biphenyl-4-carboxylic acid ethyl ester). Yield: 83.0%. Reaction SMILES: C(OC([C:6]1[CH:7]=[C:8]([C:12]2[CH:17]=[CH:16][C:15]([CH2:18][Br:19])=[CH:14][CH:13]=2)[CH:9]=[CH:10][CH:11]=1)=O)C.[CH2:20]([O:22][C:23](C1C=CC(C2C=CC(C)=CC=2)=CC=1)=[O:24])[CH3:21].BrN1C(=O)CCC1=O>C(Cl)(Cl)(Cl)Cl.N(C(C)(C)C#N)=NC(C)(C)C#N>[CH2:20]([O:22][C:23]([C:11]1[CH:6]=[CH:7][C:8]([C:12]2[CH:13]=[CH:14][C:15]([CH2:18][Br:19])=[CH:16][CH:17]=2)=[CH:9][CH:10]=1)=[O:24])[CH3:21]. Reported procedure: 4′-Bromomethyl-biphenyl-4-carboxylic acid ethyl ester was prepared as described for 4′-bromomethyl-biphenyl-3-carboxylic acid ethyl ester. 4′-Methyl-biphenyl-4-carboxylic acid ethyl ester (3.4 g, 14.15 mmol, 1 eq.) was reacted with N-bromosuccinimide (3.27 g, 18.4 mmol, 1.3 eq.) and 2,2′-azobisisobutyronitrile (0.12 g, 0.71 mmol, 5 mol %) in carbon tetrachloride (150 mL). When complete, the reaction was worked up as described to produce 4′-bromomethyl-biphenyl-4-carboxylic acid ethyl ester (3.74... Starting materials: Brc1ccc(I)cc1, Cc1ccccc1, [Na+], [Na+], O=C([O-])[O-], [Pd], c1ccc(P(c2ccccc2)c2ccccc2)cc1, c1ccc(P(c2ccccc2)c2ccccc2)cc1, c1ccc(P(c2ccccc2)c2ccccc2)cc1, c1ccc(P(c2ccccc2)c2ccccc2)cc1, OB(O)c1ccc2ccccc2c1. Yields the product Brc1ccc(-c2ccc3ccccc3c2)cc1. RXN SMILES: [Br:14][c:15]1[cH:16][cH:17][c:18]([I:21])[cH:19][cH:20]1.[CH3:105][c:106]1[cH:107][cH:108][cH:109][cH:110][cH:111]1.[Na+:22].[Na+:23].[O-:24][C:25](=[O:26])[O-:27].[Pd:28].[c:29]1([P:30]([c:31]2[cH:32][cH:33][cH:34][cH:35][cH:36]2)[c:37]2[cH:38][cH:39][cH:40][cH:41][cH:42]2)[cH:43][cH:44][cH:45][cH:46][cH:47]1.[c:48]1([P:49]([c:50]2[cH:51][cH:52][cH:53][cH:54][cH:55]2)[c:56]2[cH:57][cH:58][cH:59][cH:60][cH:61]2)[cH:62][cH:63][cH:64][cH:65][cH:66]1.[c:67]1([P:68]([c:69]2[cH:70][cH:71][cH:72][cH:73][cH:74]2)[c:75]2[cH:76][cH:77][cH:78][cH:79][cH:80]2)[cH:81][cH:82][cH:83][cH:84][cH:85]1.[c:86]1([P:87]([c:88]2[cH:89][cH:90][cH:91][cH:92][cH:93]2)[c:94]2[cH:95][cH:96][cH:97][cH:98][cH:99]2)[cH:100][cH:101][cH:102][cH:103][cH:104]1.[cH:1]1[c:2]([B:11]([OH:12])[OH:13])[cH:3][cH:4][c:5]2[cH:6][cH:7][cH:8][cH:9][c:10]12>>[cH:1]1[c:2](-[c:18]2[cH:17][cH:16][c:15]([Br:14])[cH:20][cH:19]2)[cH:3][cH:4][c:5]2[cH:6][cH:7][cH:8][cH:9][c:10]12.